Task: describe an organic reaction: reactants, conditions, products, and yield. Dataset: the Open Reaction Database (ORD), a public repository of structured organic reaction records The reactants are Clc1nc(Cl)c2ccccc2n1, [H-], [Na+], C1CCOC1, O, c1c[nH]cn1. The product is Clc1nc(-n2ccnc2)c2ccccc2n1. Reaction SMILES: [Cl:8][c:9]1[n:10][c:11]2[cH:12][cH:13][cH:14][cH:15][c:16]2[c:17]([Cl:19])[n:18]1.[H-:1].[Na+:2].[O:21]1[CH2:22][CH2:23][CH2:24][CH2:25]1.[OH2:20].[nH:3]1[cH:4][n:5][cH:6][cH:7]1>>[n:3]1(-[c:17]2[c:16]3[c:11]([n:10][c:9]([Cl:8])[n:18]2)[cH:12][cH:13][cH:14][cH:15]3)[cH:4][n:5][cH:6][cH:7]1. Reactants: CC1(NC2=CC=CC=C2C(=C1)C)C (TMDQ), substituted decahydroquinolines, CC1(NC2=CC=CC=C2C(=C1)C)C (2,2,4-trimethyl-1,2-dihydroquinoline), C(C=1C=C2C(=CC(NC2=CC1)(C)C)C)C=1C=C2C(=CC(NC2=CC1)(C)C)C (6,6'-methylene-bis-(2,2,4-trimethyl-1,2-dihydroquinoline)), N1=CC=CC2=CC=CC=C12 (quinoline), CC1(NC2=CC=CC=C2C(=C1)C)C (2,2,4-trimethyl-1,2-dihydroquinoline), CC1(NC2CCCCC2C(C1)C)C (2,2,4-trimethyl decahydroquinoline). Yields the product C(C1CC2C(CC(NC2CC1)(C)C)C)C1CC2C(CC(NC2CC1)(C)C)C (6,6'-methylene-bis-(2,2,4-trimethyl decahydroquinoline)). RXN SMILES: N1C2C(=CC=CC=2)C=CC=1.CC1(C)C=C(C)C2C(=CC=CC=2)N1.CC1(C)CC(C)C2C(CCCC2)N1.[CH2:37]([C:51]1[CH:52]=[C:53]2[C:58](=[CH:59][CH:60]=1)[NH:57][C:56]([CH3:62])([CH3:61])[CH:55]=[C:54]2[CH3:63])[C:38]1[CH:39]=[C:40]2[C:45](=[CH:46][CH:47]=1)[NH:44][C:43]([CH3:49])([CH3:48])[CH:42]=[C:41]2[CH3:50]>>[CH2:37]([CH:38]1[CH2:47][CH2:46][CH:45]2[CH:40]([CH:41]([CH3:50])[CH2:42][C:43]([CH3:48])([CH3:49])[NH:44]2)[CH2:39]1)[CH:51]1[CH2:60][CH2:59][CH:58]2[CH:53]([CH:54]([CH3:63])[CH2:55][C:56]([CH3:61])([CH3:62])[NH:57]2)[CH2:52]1. Reported procedure: As previously mentioned, dimer compounds and bis compounds of the novel substituted decahydroquinolines can also be prepared and used as effective UV stabilizers. Dimer and bis intermediate products can be prepared by hydrogenation of the unsaturated quinoline dimer or bis compound. For example, 6- 4'-(2,2,4-trimethyl-1,2-dihydroquinolyl)!-2,2,4-trimethyl-1,2-dihydroquinoline, which is the dimer of 2,2,4-trimethyl-1,2-dihydroquinoline (TMDQ) and which is prepared in small quantities as a by-prod... Starting materials: C1CCC(CC1)N=C=NC2CCCCC2 (DCC), NCC(=O)O (H-Gly), CCN(C(C)C)C(C)C (DIEA), C=1C=CC2=C(C1)N=NN2O (HOBt), N([C@@H](CCCNC(NS(=O)(=O)C1=CC=C(C)C=C1)=N)C(=O)N[C@@H]([C@@H](C)CC)C(=O)O)C(=O)OC(C)(C)C (Boc-Arg(Tos)-Ile), Tripeptide H-Arg(Tos)-Ile-Gly, dipeptide, C(=O)(C(F)(F)F)O (TFA). Run in C(Cl)Cl (CH2Cl2), C(Cl)Cl (CH2Cl2), CN(C)C=O (DMF). Reaction conditions: temperature 0 celsius, time 18 hour. The product is N([C@@H](CCCNC(NS(=O)(=O)C1=CC=C(C)C=C1)=N)C(=O)N[C@@H]([C@@H](C)CC)C(=O)NCC(=O)O)C(=O)OC(C)(C)C (Boc-Arg(Tos)-Ile-Gly). As a reaction SMILES: C(O)(C(F)(F)F)=O.[NH2:8][CH2:9][C:10]([OH:12])=[O:11].CCN(C(C)C)C(C)C.C1C=CC2N(O)N=NC=2C=1.C1CCC(N=C=NC2CCCCC2)CC1.[NH:47]([C:77]([O:79][C:80]([CH3:83])([CH3:82])[CH3:81])=[O:78])[C@H:48]([C:66]([NH:68][C@H:69]([C:74](O)=[O:75])[C@H:70]([CH2:72][CH3:73])[CH3:71])=[O:67])[CH2:49][CH2:50][CH2:51][NH:52][C:53](=[NH:65])[NH:54][S:55]([C:58]1[CH:64]=[CH:63][C:61]([CH3:62])=[CH:60][CH:59]=1)(=[O:57])=[O:56]>CN(C=O)C.C(Cl)Cl>[NH:47]([C:77]([O:79][C:80]([CH3:82])([CH3:81])[CH3:83])=[O:78])[C@H:48]([C:66]([NH:68][C@H:69]([C:74]([NH:8][CH2:9][C:10]([OH:12])=[O:11])=[O:75])[C@H:70]([CH2:72][CH3:73])[CH3:71])=[O:67])[CH2:49][CH2:50][CH2:51][NH:52][C:53](=[NH:65])[NH:54][S:55]([C:58]1[CH:64]=[CH:63][C:61]([CH3:62])=[CH:60][CH:59]=1)(=[O:57])=[O:56]. Procedure details: Tripeptide H-Arg(Tos)-Ile-Gly-OFm: The latter dipeptide (14.81 g, 27.3 mmol) was dissolved in DMF (75 mL). TFA.H-Gly-OFm (10.0 g, 27.3 mmol), DIEA (14.3 mL, 81.9 mmol) and HOBt (3.69 g, 27.3 mmol) were added to the solution. The mixture was diluted with CH2Cl2 (225 mL) and cooled to 0° C. A solution of DCC (5.63 g, 27.3 mmol) in 25 mL of CH2Cl2 was added to the mixture. The mixture was stirred for 18 h while the temperature of the mixture was allowed to rise to room temperature. The reaction mix... Reactants: O1C(=CC=C1)C=1OC(=C(N1)COC1=CC=C(COC2=NN(C=C2/C=C/C(=O)OCC)C2=CC=CC=C2)C=C1)C (ethyl (2E)-3-{3-[(4-{[2-(2-furyl)-5-methyl-1,3-oxazol-4-yl]methoxy}benzyl)oxy]-1-phenyl-1H-pyrazol-4-yl}-2-propenoate), O1CCCC1 (tetrahydrofuran), [OH-].[Na+] (sodium hydroxide), Cl (hydrochloric acid). The solvent is C(C)O (ethanol), O (water). The product is O1C(=CC=C1)C=1OC(=C(N1)COC1=CC=C(COC2=NN(C=C2/C=C/C(=O)O)C2=CC=CC=C2)C=C1)C ((2E)-3-{3-[(4-{[2-(2-furyl)-5-methyl-1,3-oxazol-4-yl]methoxy}benzyl)oxy]-1-phenyl-1H-pyrazol-4-yl}-2-propenoic acid). Yield: 91.7%. Reaction SMILES: [O:1]1[CH:5]=[CH:4][CH:3]=[C:2]1[C:6]1[O:7][C:8]([CH3:39])=[C:9]([CH2:11][O:12][C:13]2[CH:38]=[CH:37][C:16]([CH2:17][O:18][C:19]3[C:23](/[CH:24]=[CH:25]/[C:26]([O:28]CC)=[O:27])=[CH:22][N:21]([C:31]4[CH:36]=[CH:35][CH:34]=[CH:33][CH:32]=4)[N:20]=3)=[CH:15][CH:14]=2)[N:10]=1.O1CCCC1.[OH-].[Na+].Cl>O.C(O)C>[O:1]1[CH:5]=[CH:4][CH:3]=[C:2]1[C:6]1[O:7][C:8]([CH3:39])=[C:9]([CH2:11][O:12][C:13]2[CH:14]=[CH:15][C:16]([CH2:17][O:18][C:19]3[C:23](/[CH:24]=[CH:25]/[C:26]([OH:28])=[O:27])=[CH:22][N:21]([C:31]4[CH:32]=[CH:33][CH:34]=[CH:35][CH:36]=4)[N:20]=3)=[CH:37][CH:38]=2)[N:10]=1 |f:2.3|. Procedure: To a mixture of ethyl (2E)-3-{3-[(4-{[2-(2-furyl)-5-methyl-1,3-oxazol-4-yl]methoxy}benzyl)oxy]-1-phenyl-1H-pyrazol-4-yl}-2-propenoate (0.38 g), tetrahydrofuran (3 mL) and ethanol (3 mL) was added 1N aqueous sodium hydroxide solution (3 mL), and the mixture was heated under reflux for 2 hrs. The reaction mixture was neutralized by adding 1N hydrochloric acid and water, and the mixture was extracted with ethyl acetate. The ethyl acetate layer was washed with saturated brine, dried over anhydrous m... Starting materials: COC=1C=C(C=CC1)C(=O)C1=NNC2=C(C=CC=C12)C(F)(F)F ((3-methoxyphenyl)[7-(trifluoromethyl)-1H-indazol-3-yl]methanone), B(Br)(Br)Br (Boron tribromide). Solvent: C(Cl)Cl (CH2Cl2). Yields the product OC=1C=C(C=CC1)C(=O)C1=NNC2=C(C=CC=C12)C(F)(F)F ((3-hydroxyphenyl)[7-(trifluoromethyl)-1H-indazol-3-yl]methanone). Yield: 69.5%. Reaction SMILES: C[O:2][C:3]1[CH:4]=[C:5]([C:9]([C:11]2[C:19]3[C:14](=[C:15]([C:20]([F:23])([F:22])[F:21])[CH:16]=[CH:17][CH:18]=3)[NH:13][N:12]=2)=[O:10])[CH:6]=[CH:7][CH:8]=1.B(Br)(Br)Br>C(Cl)Cl>[OH:2][C:3]1[CH:4]=[C:5]([C:9]([C:11]2[C:19]3[C:14](=[C:15]([C:20]([F:23])([F:22])[F:21])[CH:16]=[CH:17][CH:18]=3)[NH:13][N:12]=2)=[O:10])[CH:6]=[CH:7][CH:8]=1. Reported procedure: A solution of (3-methoxyphenyl)[7-(trifluoromethyl)-1H-indazol-3-yl]methanone (0.03 g, 0.094 mmol) in 2 mL of CH2Cl2 containing 0.2 mL cyclohexene was cooled to −78° C. under an argon atmosphere. Boron tribromide (0.035 mL, 0.375 mmol) was added in one portion and the reaction mixture was allowed to warm to ambient temperature. The reaction was quenched by the careful addition of methanol. The reaction mixture was partitioned with EtOAc and 1 N HCl. The organic phase was washed with brine and dr...